This data is from the Open Reaction Database (ORD), a public repository of structured organic reaction records. The task is: describe an organic reaction: reactants, conditions, products, and yield Reactants: CC(=O)c1ccc2c(c1)ncn2-c1cccc(COCc2ncnn2C)c1, CCO, Cl, NO. The product is CC(=NO)c1ccc2c(c1)ncn2-c1cccc(COCc2ncnn2C)c1, Cl. As a reaction SMILES: [CH3:1][n:2]1[n:3][cH:4][n:5][c:6]1[CH2:7][O:8][CH2:9][c:10]1[cH:11][c:12](-[n:16]2[cH:17][n:18][c:19]3[c:20]2[cH:21][cH:22][c:23]([C:25]([CH3:26])=[O:27])[cH:24]3)[cH:13][cH:14][cH:15]1.[CH3:31][CH2:32][OH:33].[ClH:30].[NH2:28][OH:29]>>[CH3:1][n:2]1[n:3][cH:4][n:5][c:6]1[CH2:7][O:8][CH2:9][c:10]1[cH:11][c:12](-[n:16]2[cH:17][n:18][c:19]3[c:20]2[cH:21][cH:22][c:23]([C:25]([CH3:26])=[N:28][OH:29])[cH:24]3)[cH:13][cH:14][cH:15]1.[ClH:30]. Reactants: CC=1OC(=CC1C=1NC(NN1)=S)C (5-(2,5-dimethylfuran-3-yl)-2H-1,2,4-triazole-3(4H)-thione), Br.BrCC1=NC=CC=C1 (2-(bromomethyl)pyridine hydrobromide). Product: CC=1OC(=CC1C1=NC(=NN1)SCC1=NC=CC=C1)C (2-((5-(2,5-dimethylfuran-3-yl)-1H-1,2,4-triazol-3-ylthio)methyl)pyridine). The yield is 70.0%. RXN SMILES: [CH3:1][C:2]1[O:3][C:4]([CH3:13])=[CH:5][C:6]=1[C:7]1[NH:8][C:9](=[S:12])[NH:10][N:11]=1.Br.Br[CH2:16][C:17]1[CH:22]=[CH:21][CH:20]=[CH:19][N:18]=1>>[CH3:1][C:2]1[O:3][C:4]([CH3:13])=[CH:5][C:6]=1[C:7]1[NH:11][N:10]=[C:9]([S:12][CH2:16][C:17]2[CH:22]=[CH:21][CH:20]=[CH:19][N:18]=2)[N:8]=1 |f:1.2|. Procedure: Prepared in a similar manner to example 1 using 5-(2,5-dimethylfuran-3-yl)-2H-1,2,4-triazole-3(4H)-thione (example 7a) and 2-(bromomethyl)pyridine hydrobromide. Yield 70%. 1H NMR (500 MHz, CDCl3): δ 2.27 (s, 3H), 2.59 (s, 3H), 4.32 (s,2H), 6.35 (s, 1H), 7.28-7.29 (d, 1H), 7.35-7.36 (d, 1H), 7.75 (t, 1H) 8.62 (s, 1H). MS(M+H, 287).